This data is from the Open Reaction Database (ORD), a public repository of structured organic reaction records. The task is: describe an organic reaction: reactants, conditions, products, and yield Starting materials: [Br-], CCCCCC, CCOC(C)=O, [K+], O=C1CCC(=O)N1Br, CN(C)C=O, O, Cc1onc(-c2ccco2)c1-c1ccccc1. Yields the product Cc1onc(-c2ccc(Br)o2)c1-c1ccccc1. As a reaction SMILES: [Br-:27].[CH3:34][CH2:35][CH2:36][CH2:37][CH2:38][CH3:39].[CH3:40][CH2:41][O:42][C:43](=[O:44])[CH3:45].[K+:28].[O:18]=[C:19]1[N:20]([Br:25])[C:21](=[O:22])[CH2:23][CH2:24]1.[O:29]=[CH:30][N:31]([CH3:32])[CH3:33].[OH2:26].[o:1]1[c:2](-[c:6]2[n:7][o:8][c:9]([CH3:17])[c:10]2-[c:11]2[cH:12][cH:13][cH:14][cH:15][cH:16]2)[cH:3][cH:4][cH:5]1>>[o:1]1[c:2](-[c:6]2[n:7][o:8][c:9]([CH3:17])[c:10]2-[c:11]2[cH:12][cH:13][cH:14][cH:15][cH:16]2)[cH:3][cH:4][c:5]1[Br:25]. Procedure details: A solution of 183 mg (0.37 mmol) [(3S,6S,14R,16S)-3,14-dimethyl-16-((2S,4R)-4-methyl-5-oxo-tetrahydro-furan-2-yl)-2,5-dioxo-1,4diaza-cyclohexadec-10-en-6-yl]-carbamic acid tert-butyl ester in 1.5 ml butylamine is heated to 65° C. under nitrogen for two hours. The reaction mixture is evaporated, the residue taken up in toluene and evaporated to dryness to yield the title compound. Yields the product C(C)(C)(C)OC(N[C@@H]1C(N[C@H](C(N[C@@H](C[C@@H](CCC=CCCC1)C)[C@H](C[C@@H](C)C(NCCCC)=O)O)=O)C)=O)=O ([(3S,6S,14R,16S)-16-((1S,3R)-3-Butylcarbamoyl-1-hydroxy-butyl)-3,14-dimethyl-2,5-dioxo-1,4diaza-cyclohexadec-10-en-6-yl]-carbamic acid tert-butyl ester). Reaction SMILES: [C:1]([O:5][C:6](=[O:35])[NH:7][C@H:8]1[CH2:23][CH2:22][CH2:21][CH:20]=[CH:19][CH2:18][CH2:17][C@@H:16]([CH3:24])[CH2:15][C@@H:14]([C@@H:25]2[CH2:29][C@@H:28]([CH3:30])[C:27](=[O:31])[O:26]2)[NH:13][C:12](=[O:32])[C@H:11]([CH3:33])[NH:10][C:9]1=[O:34])([CH3:4])([CH3:3])[CH3:2]>C(N)CCC>[C:1]([O:5][C:6](=[O:35])[NH:7][C@H:8]1[CH2:23][CH2:22][CH2:21][CH:20]=[CH:19][CH2:18][CH2:17][C@@H:16]([CH3:24])[CH2:15][C@@H:14]([C@@H:25]([OH:26])[CH2:29][C@H:28]([C:27](=[O:31])[NH:7][CH2:8][CH2:23][CH2:22][CH3:21])[CH3:30])[NH:13][C:12](=[O:32])[C@H:11]([CH3:33])[NH:10][C:9]1=[O:34])([CH3:4])([CH3:3])[CH3:2]. The solvent is C(CCC)N (butylamine). Reactants: C(C)(C)(C)OC(N[C@@H]1C(N[C@H](C(N[C@@H](C[C@@H](CCC=CCCC1)C)[C@H]1OC([C@@H](C1)C)=O)=O)C)=O)=O ([(3S,6S,14R,16S)-3,14-dimethyl-16-((2S,4R)-4-methyl-5-oxo-tetrahydro-furan-2-yl)-2,5-dioxo-1,4diaza-cyclohexadec-10-en-6-yl]-carbamic acid tert-butyl ester). Reactants: 7-a, C(C(=O)O)(=O)O.CC1=C(C=2C(=C3C(CCC(O3)CNCCCNC3=NC=CC=N3)=CC2)O1)C ((±)-N-[(7,8-dihydro-2,3-dimethyl-6H-furo[3,2-h][1]benzopyran-8-yl)methyl]-N'-2-pyrimidinyl-1,3-propanediamine ethanedioate), C(C(=O)O)(=O)O (ethanedioic acid). The product is C(C(=O)O)(=O)O.N1=C(N=CC=C1)NCCCNCC1OC=2C(CC1)=CC=C1C2OC(C1C)C ((±)-N-2-pyrimidinyl-N'-[(3,6,7,8-tetrahydro-2,3-dimethyl-2H-furo[3,2-h][1]benzopyran-8-yl)methyl]-1,3-propanediamine ethanedioate). Yield: 3.3%. Reaction SMILES: [C:1]([OH:6])(=[O:5])[C:2]([OH:4])=[O:3].[CH3:7][C:8]1[O:32][C:11]2=[C:12]3[O:17][CH:16]([CH2:18][NH:19][CH2:20][CH2:21][CH2:22][NH:23][C:24]4[N:29]=[CH:28][CH:27]=[CH:26][N:25]=4)[CH2:15][CH2:14][C:13]3=[CH:30][CH:31]=[C:10]2[C:9]=1[CH3:33].C(O)(=O)C(O)=O>>[C:1]([OH:6])(=[O:5])[C:2]([OH:4])=[O:3].[N:25]1[CH:26]=[CH:27][CH:28]=[N:29][C:24]=1[NH:23][CH2:22][CH2:21][CH2:20][NH:19][CH2:18][CH:16]1[CH2:15][CH2:14][C:13]2=[CH:30][CH:31]=[C:10]3[CH:9]([CH3:33])[CH:8]([CH3:7])[O:32][C:11]3=[C:12]2[O:17]1 |f:0.1,3.4|. Procedure details: Intermediate 16-a (0.072 mol) was dissolved in methylbenzene (250 ml)/H (100 ml). The solution was cooled to -70° C. Diisobutylaluminium hydride, 1.5M solution in hexane (0.1 mol) was added dropwise and the mixture was stirred for 1 hour at -70° C. Methanol (15 ml) was added dropwise and the reaction mixture was allowed to warm to room temperature. The mixture was poured out into water, acidified with hydrochloric acid and extracted with diethyl ether. The separated organic layer was dried, filt... The reactants are BrC1=C(C=C(C=C1)C(C)=O)F (1-(4-Bromo-3-fluorophenyl)ethanone), Br (hydrogen bromide), CS(=O)C (DMSO). Reaction conditions: temperature 60 celsius, time 8 hour. The product is BrC1=C(C=C(C=C1)C(C=O)=O)F (2-(4-bromo-3-fluorophenyl)-2-oxoacetaldehyde). Reaction SMILES: [Br:1][C:2]1[CH:7]=[CH:6][C:5]([C:8](=[O:10])[CH3:9])=[CH:4][C:3]=1[F:11].Br.CS(C)=[O:15]>>[Br:1][C:2]1[CH:7]=[CH:6][C:5]([C:8](=[O:10])[CH:9]=[O:15])=[CH:4][C:3]=1[F:11]. Reported procedure: To a solution of 1-(4-bromo-3-fluorophenyl)ethanone (4, 890.8 g, 4.1 mol) in DMSO (4 L) was slowly added a solution of 48% aqueous hydrogen bromide (HBr, 1420 mL, 12.5 mol, 3.0 equiv). The reaction temperature was gradually increased from 20° C. to 50° C. during the course of the addition. The reaction mixture was subsequently heated to 60° C. and stirred at 60° C. overnight. The resulting dimethyl sulfide was removed by distillation and the residue was poured into ice water (28 L). The resultin... Starting materials: CCCSc1nc2c(C)cccc2cc1CN(Cc1cc(C(F)(F)F)cc(C(F)(F)F)c1)C(=O)OCC, ClCCl, CO, O. Yields the product CCCS(=O)c1nc2c(C)cccc2cc1CN(Cc1cc(C(F)(F)F)cc(C(F)(F)F)c1)C(=O)OCC. As a reaction SMILES: [CH2:1]([CH3:2])[O:3][C:4]([N:5]([CH2:6][c:7]1[c:8]([S:18][CH2:19][CH2:20][CH3:21])[n:9][c:10]2[c:11]([CH3:17])[cH:12][cH:13][cH:14][c:15]2[cH:16]1)[CH2:22][c:23]1[cH:24][c:25]([C:33]([F:34])([F:35])[F:36])[cH:26][c:27]([C:29]([F:30])([F:31])[F:32])[cH:28]1)=[O:37].[CH2:41]([Cl:42])[Cl:43].[CH3:39][OH:40].[OH2:38]>>[CH2:1]([CH3:2])[O:3][C:4]([N:5]([CH2:6][c:7]1[c:8]([S:18]([CH2:19][CH2:20][CH3:21])=[O:38])[n:9][c:10]2[c:11]([CH3:17])[cH:12][cH:13][cH:14][c:15]2[cH:16]1)[CH2:22][c:23]1[cH:24][c:25]([C:33]([F:34])([F:35])[F:36])[cH:26][c:27]([C:29]([F:30])([F:31])[F:32])[cH:28]1)=[O:37].